Dataset: the Open Reaction Database (ORD), a public repository of structured organic reaction records. Task: describe an organic reaction: reactants, conditions, products, and yield The reactants are CC1=CC=C(C=C1)C=1C(=CC=CC1)C(=O)NC1=C(C(=O)N(C2=C(C=CC=C2)O)C)C=CC=C1 (4′-methylbiphenyl-2-carboxamido-N-methyl-N-(2-hydroxyphenyl)benzamide), C([O-])([O-])=O.[K+].[K+] (potassium carbonate), BrCCCCBr (1,4-dibromobutane), CC1=CC=C(C=C1)C=1C(=CC=CC1)C(=O)NC1=C(C(=O)N(C2=C(C=CC=C2)OCCCCBr)C)C=CC=C1 (4′-methylbiphenyl-2-carboxamido-N-methyl-N-[2-(4-bromobutoxy)phenyl]benzamide), CN1CCNCC1 (1-methylpiperazine). Solvent: CN(C=O)C (N,N-dimethylformamide). Conditions: temperature 60 celsius, time 3 hour. Yields the product CC1=CC=C(C=C1)C=1C(=CC=CC1)C(=O)NC1=CC=C(C(=O)N(C2=C(C=CC=C2)OCCCCN2CCN(CC2)C)C)C=C1 (4-(4′-methylbiphenyl-2-carboxamido)-N-methyl-N-[2-[4-(4-methylpiperazin-1-yl)butoxy]phenyl]benzamide). As a reaction SMILES: CC1C=CC(C2C(C(N[C:17]3[CH:33]=[CH:32][CH:31]=[CH:30][C:18]=3[C:19]([N:21]([CH3:29])[C:22]3[CH:27]=[CH:26][CH:25]=[CH:24][C:23]=3[OH:28])=[O:20])=O)=CC=CC=2)=CC=1.C(=O)([O-])[O-].[K+].[K+].Br[CH2:41][CH2:42][CH2:43][CH2:44]Br.[CH3:46][C:47]1[CH:52]=[CH:51][C:50]([C:53]2[C:54]([C:59]([NH:61]C3C=CC=CC=3C(N(C)C3C=CC=CC=3OCCCCBr)=O)=[O:60])=[CH:55][CH:56]=[CH:57][CH:58]=2)=[CH:49][CH:48]=1.[CH3:84][N:85]1[CH2:90][CH2:89][NH:88][CH2:87][CH2:86]1>CN(C)C=O>[CH3:46][C:47]1[CH:48]=[CH:49][C:50]([C:53]2[C:54]([C:59]([NH:61][C:32]3[CH:31]=[CH:30][C:18]([C:19]([N:21]([CH3:29])[C:22]4[CH:27]=[CH:26][CH:25]=[CH:24][C:23]=4[O:28][CH2:41][CH2:42][CH2:43][CH2:44][N:88]4[CH2:89][CH2:90][N:85]([CH3:84])[CH2:86][CH2:87]4)=[O:20])=[CH:17][CH:33]=3)=[O:60])=[CH:55][CH:56]=[CH:57][CH:58]=2)=[CH:51][CH:52]=1 |f:1.2.3|. Reported procedure: To a solution of 4′-methylbiphenyl-2-carboxamido-N-methyl-N-(2-hydroxyphenyl)benzamide (750 mg) in N,N-dimethylformamide (35 ml) was added potassium carbonate (1.42 g), 1,4-dibromobutane (1.11 g). The reaction mixture was stirred at 60° C. for 3 hours and to this mixture containing 4′-methylbiphenyl-2-carboxamido-N-methyl-N-[2-(4-bromobutoxy)phenyl]benzamide was added 1-methylpiperazine (1.03 g) and stirring was continued additional 15 hours. The mixture was extracted with ethyl acetate and wash... Reactants: Cc1ccc(C(O)=S)cc1, O=S(Cl)Cl, c1ccccc1. Yields the product Cc1ccc(C(=S)Cl)cc1. As a reaction SMILES: [CH3:1][c:2]1[cH:3][cH:4][c:5]([C:6](=[S:7])[OH:8])[cH:9][cH:10]1.[S:11]([Cl:12])([Cl:13])=[O:14].[cH:15]1[cH:16][cH:17][cH:18][cH:19][cH:20]1>>[CH3:1][c:2]1[cH:3][cH:4][c:5]([C:6](=[S:7])[Cl:13])[cH:9][cH:10]1. The reactants are resultant mixture, [N]=O (nitrogen monoxide), 1-hydroxyphthalan, ON1C(C=2C(C1=O)=CC=CC2)=O (N-hydroxyphthalimide), 1-hydroxyphthalane. Solvent: C(C)#N (acetonitrile). Yields the product C(C=1C(C=O)=CC=CC1)=O (phthalaldehyde). Isolated yield 95.0%. As a reaction SMILES: [N]=O.ON1[C:8](=[O:9])[C:7]2=[CH:10][CH:11]=[CH:12][CH:13]=[C:6]2[C:5]1=[O:14]>C(#N)C>[CH:5](=[O:14])[C:6]1[C:7](=[CH:10][CH:11]=[CH:12][CH:13]=1)[CH:8]=[O:9] |^1:0|. Reported procedure: A total of 13 mmol of nitrogen monoxide was introduced into a mixture of 1 mmol of 1-hydroxyphthalan, 0.1 mmol of N-hydroxyphthalimide, and 5 ml of acetonitrile, and the resultant mixture was stirred at 60° C. for 2 hours. Isolation of products in the reaction mixture by column chromatography on a silica gel revealed that 1-hydroxyphthalane was converted, at a rate of 99%, into phthalaldehyde (yield: 95%). The reactants are O (Water), CCCOC=1C=C2C(=NC=NC2=CC1OC)OC1=CC(=C(C=C1)NC(=O)NCCC)Cl (N-(4-{[6-(3-propoxy)-7-methoxy-4-quinazolinyl]oxy}-2-chlorophenyl)-N′-propyl-urea), C([O-])([O-])=O.[K+].[K+] (potassium carbonate), N1CCOCC1 (morpholine). Run in CN(C=O)C (N,N-dimethylformamide). Reaction conditions: temperature 120 celsius, time 3 hour. Product: ClC1=C(C=CC(=C1)OC1=NC=NC2=CC(=C(C=C12)OCCCN1CCOCC1)OC)NC(=O)NCCC (N-(2Chloro-4-{[7-methoxy-6-(3-morpholino-propoxy)4-quinazolinyl]oxy}phenyl)-N′-propylurea). The yield is 77.0%. RXN SMILES: [CH3:1][CH2:2][CH2:3][O:4][C:5]1[CH:6]=[C:7]2[C:12](=[CH:13][C:14]=1[O:15][CH3:16])[N:11]=[CH:10][N:9]=[C:8]2[O:17][C:18]1[CH:23]=[CH:22][C:21]([NH:24][C:25]([NH:27][CH2:28][CH2:29][CH3:30])=[O:26])=[C:20]([Cl:31])[CH:19]=1.C(=O)([O-])[O-].[K+].[K+].[NH:38]1[CH2:43][CH2:42][O:41][CH2:40][CH2:39]1.O>CN(C)C=O>[Cl:31][C:20]1[CH:19]=[C:18]([O:17][C:8]2[C:7]3[C:12](=[CH:13][C:14]([O:15][CH3:16])=[C:5]([O:4][CH2:3][CH2:2][CH2:1][N:38]4[CH2:43][CH2:42][O:41][CH2:40][CH2:39]4)[CH:6]=3)[N:11]=[CH:10][N:9]=2)[CH:23]=[CH:22][C:21]=1[NH:24][C:25]([NH:27][CH2:28][CH2:29][CH3:30])=[O:26] |f:1.2.3|. Procedure: A starting compound (N-(4-{[6-(3-propoxy)-7-methoxy-4-quinazolinyl]oxy}-2-chlorophenyl)-N′-propyl-urea, 54 mg), potassium carbonate (138 mg), and morpholine (0.017 ml) were dissolved in N,N-dimethylformamide (1 ml), and the solution was stirred at 120° C. for 3 hr. Water was added to the reaction mixture, and the mixture was extracted with chloroform-propanol (3/1). The organic layer was dried over anhydrous sodium sulfate. The solvent was removed by distillation under the reduced pressure. The ... Starting materials: O=[N+]([O-])c1ccc(Br)c2ncccc12, ClCCl, CN(C)C=O, N#C[Cu]. Product: N#Cc1ccc([N+](=O)[O-])c2cccnc12. As a reaction SMILES: [Br:1][c:2]1[cH:3][cH:4][c:5]([N+:12](=[O:13])[O-:14])[c:6]2[cH:7][cH:8][cH:9][n:10][c:11]12.[CH2:18]([Cl:19])[Cl:20].[CH3:21][N:22]([CH3:23])[CH:24]=[O:25].[Cu:15][C:16]#[N:17]>>[c:2]1([C:16]#[N:17])[cH:3][cH:4][c:5]([N+:12](=[O:13])[O-:14])[c:6]2[cH:7][cH:8][cH:9][n:10][c:11]12. Starting materials: [OH-].[Na+] (sodium hydroxide), C(C=C)(=O)Cl (acrylic acid chloride), C(C)#N (acetonitrile), C1(O)=CC=C(O)C=C1 (hydroquinone), O1CCN(CC1)CCN (2-morpholinoethylamine). Run in O (water). Run at time 3 hour. The product is N1CC(OCC1)CCNC(C=C)=O (N-2-Morpholinylethylacrylamide). As a reaction SMILES: [C:1](Cl)(=[O:4])[CH:2]=[CH2:3].C1(C=CC(O)=CC=1)O.[O:14]1[CH2:19][CH2:18][N:17](CCN)[CH2:16][CH2:15]1.[OH-].[Na+].[C:25](#[N:27])[CH3:26]>O>[NH:17]1[CH2:16][CH2:15][O:14][CH:19]([CH2:26][CH2:25][NH:27][C:1](=[O:4])[CH:2]=[CH2:3])[CH2:18]1 |f:3.4|. Procedure: In a 1 liter capacity round bottom flask equipped with a stirrer were put 90.5 g (1.0 mole) of acrylic acid chloride and 250 cc of acetonitrile and, as a polymerization-inhibitor, 0.5 g of hydroquinone, and the contents were cooled to 5°-10°C, and thereafter, 130 g (1.0 mole) of 2-morpholinoethylamine were added dropwise thereto in the course of 3 hours while stirring. Afterwards, the contents were stirred further for 2 hours at 40°-50°C. Next, the temperature of the reaction mixture was reduced... Starting materials: CC(C)(C)OC(=O)c1ccc(C=Cc2ccc(OC(F)(F)F)cc2)cc1Nc1ccc(F)cc1, O=C(O)C(F)(F)F. Yields the product O=C(O)c1ccc(C=Cc2ccc(OC(F)(F)F)cc2)cc1Nc1ccc(F)cc1. As a reaction SMILES: [F:1][c:2]1[cH:3][cH:4][c:5]([NH:6][c:7]2[c:8]([C:9](=[O:10])[O:11][C:12]([CH3:13])([CH3:14])[CH3:15])[cH:16][cH:17][c:18]([CH:20]=[CH:21][c:22]3[cH:23][cH:24][c:25]([O:28][C:29]([F:30])([F:31])[F:32])[cH:26][cH:27]3)[cH:19]2)[cH:33][cH:34]1.[OH:35][C:36]([C:37]([F:38])([F:39])[F:40])=[O:41]>>[F:1][c:2]1[cH:3][cH:4][c:5]([NH:6][c:7]2[c:8]([C:9](=[O:10])[OH:11])[cH:16][cH:17][c:18]([CH:20]=[CH:21][c:22]3[cH:23][cH:24][c:25]([O:28][C:29]([F:30])([F:31])[F:32])[cH:26][cH:27]3)[cH:19]2)[cH:33][cH:34]1.